From a dataset of the Open Reaction Database (ORD), a public repository of structured organic reaction records. describe an organic reaction: reactants, conditions, products, and yield Starting materials: C(C)N(C1=C(C=C(C=C1)C(F)(F)F)CO)C[C@@H]1CC[C@H](CC1)CC(=O)OCC (ethyl [trans-4-({ethyl[2-(hydroxymethyl)-4-(trifluoromethyl)phenyl]amino}methyl)cyclohexyl]acetate), S(=O)(Cl)Cl (thionyl chloride), FC(C=1C=C(C=C(C1)C(F)(F)F)[C@@H]1[C@@H](NC(O1)=O)C)(F)F ((4S,5R)-5-[3,5-bis(trifluoromethyl)phenyl]-4-methyl-1,3-oxazolidin-2-one), FC(C=1C=C(C=C(C1)C(F)(F)F)[C@@H]1[C@@H](NC(O1)=O)C)(F)F ((4S,5R)-5-[3,5-bis(trifluoromethyl)phenyl]-4-methyl-1,3-oxazolidin-2-one), CC(C)([O-])C.[K+] (potassium tert-butoxide). The solvent is N1=CC=CC=C1 (Pyridine), C1(=CC=CC=C1)C (toluene), C1(=CC=CC=C1)C (toluene). Conditions: time 1.5 hour. Yields the product FC(C=1C=C(C=C(C1)C(F)(F)F)[C@@H]1[C@@H](N(C(O1)=O)CC1=C(C=CC(=C1)C(F)(F)F)N(CC)C[C@@H]1CC[C@H](CC1)CC(=O)OCC)C)(F)F (ethyl (trans-4-{[[2-({(4S,5R)-5-[3,5-bis(trifluoromethyl)phenyl]-4-methyl-2-oxo-1,3-oxazolidin-3-yl}methyl)-4-(trifluoromethyl)phenyl](ethyl)amino]methyl}cyclohexyl)acetate). As a reaction SMILES: [CH2:1]([N:3]([CH2:16][C@H:17]1[CH2:22][CH2:21][C@H:20]([CH2:23][C:24]([O:26][CH2:27][CH3:28])=[O:25])[CH2:19][CH2:18]1)[C:4]1[CH:9]=[CH:8][C:7]([C:10]([F:13])([F:12])[F:11])=[CH:6][C:5]=1[CH2:14]O)[CH3:2].S(Cl)(Cl)=O.[F:33][C:34]([F:53])([F:52])[C:35]1[CH:36]=[C:37]([C@H:45]2[O:49][C:48](=[O:50])[NH:47][C@H:46]2[CH3:51])[CH:38]=[C:39]([C:41]([F:44])([F:43])[F:42])[CH:40]=1.CC(C)([O-])C.[K+]>C1(C)C=CC=CC=1.N1C=CC=CC=1>[F:53][C:34]([F:33])([F:52])[C:35]1[CH:36]=[C:37]([C@H:45]2[O:49][C:48](=[O:50])[N:47]([CH2:14][C:5]3[CH:6]=[C:7]([C:10]([F:13])([F:12])[F:11])[CH:8]=[CH:9][C:4]=3[N:3]([CH2:16][C@H:17]3[CH2:18][CH2:19][C@H:20]([CH2:23][C:24]([O:26][CH2:27][CH3:28])=[O:25])[CH2:21][CH2:22]3)[CH2:1][CH3:2])[C@H:46]2[CH3:51])[CH:38]=[C:39]([C:41]([F:42])([F:43])[F:44])[CH:40]=1 |f:3.4|. Procedure: A solution of ethyl [trans-4-({ethyl[2-(hydroxymethyl)-4-(trifluoromethyl)phenyl]amino}methyl)cyclohexyl]acetate (Step B; 60 mg; 0.149 mmol) in toluene (1 mL) was added dropwise to a stirred solution of thionyl chloride (12.3 μL; 0.169 mmol) in toluene (300 μL) at 0° C. The reaction stirred at room temperature for 1.5 h. Pyridine (27 mL) was added and the reaction was partitioned between toluene (10 mL) and H2O (10 mL). The aqueous layer was re-extracted with toluene (10 mL) and the combined org... Reactants: C(C)OC(=O)C=1SC=2CCOC3=C(C2N1)C=C(C=C3)C#N (9-cyano-4,5-dihydro-6-oxa-3-thia-1-aza-benzo[e]azulene-2-carboxylic acid ethyl ester), Cl (hydrochloric acid), [OH-].[Na+] (sodium hydroxide). The solvent is C1CCOC1 (THF), C(C)O (ethanol). Conditions: time 16 hour. Product: C(#N)C=1C=CC2=C(C=3N=C(SC3CCO2)C(=O)O)C1 (9-cyano-4,5-dihydro-6-oxa-3-thia-1-aza-benzo[e]azulene-2-carboxylic acid). As a reaction SMILES: C([O:3][C:4]([C:6]1[S:7][C:8]2[CH2:9][CH2:10][O:11][C:12]3[CH:19]=[CH:18][C:17]([C:20]#[N:21])=[CH:16][C:13]=3[C:14]=2[N:15]=1)=[O:5])C.[OH-].[Na+].Cl>C1COCC1.C(O)C>[C:20]([C:17]1[CH:18]=[CH:19][C:12]2[O:11][CH2:10][CH2:9][C:8]3[S:7][C:6]([C:4]([OH:5])=[O:3])=[N:15][C:14]=3[C:13]=2[CH:16]=1)#[N:21] |f:1.2|. Procedure details: To a suspension of 9-cyano-4,5-dihydro-6-oxa-3-thia-1-aza-benzo[e]azulene-2-carboxylic acid ethyl ester (80 mg) in THF (6 mL) and ethanol (3 mL) was added sodium hydroxide solution (18 mg in 3 mL of water) and the reaction stirred at room temperature for 16 h. The reaction was then acidified with 2M hydrochloric acid and the resulting solid was filtered and air-dried to give 9-cyano-4,5-dihydro-6-oxa-3-thia-1-aza-benzo[e]azulene-2-carboxylic acid. Reactants: COc1ccc(C=O)c2cc(C)oc12, CC(C)=O, [O-][Cl+][O-], NS(=O)(=O)O, [Na+], O. Yields the product COc1ccc(C(=O)O)c2cc(C)oc12. As a reaction SMILES: [CH3:1][O:2][c:3]1[cH:4][cH:5][c:6]([CH:13]=[O:14])[c:7]2[c:8]1[o:9][c:10]([CH3:12])[cH:11]2.[CH3:24][C:25](=[O:26])[CH3:27].[Cl+:20]([O-:21])[O-:22].[NH2:15][S:16]([OH:17])(=[O:18])=[O:19].[Na+:23].[OH2:28]>>[CH3:1][O:2][c:3]1[cH:4][cH:5][c:6]([C:13](=[O:14])[OH:17])[c:7]2[c:8]1[o:9][c:10]([CH3:12])[cH:11]2. The reactants are COc1cc(C(O[Si](C)(C)C(C)(C)C)C(COS(C)(=O)=O)CC2Cc3ccccc3C2)cc(OC)c1C, O=Cc1cc[nH]c1. Product: COc1cc(C(O[Si](C)(C)C(C)(C)C)C(CC2Cc3ccccc3C2)Cn2ccc(C=O)c2)cc(OC)c1C. Reaction SMILES: [CH3:8][S:9]([O:10][CH2:13][CH:14]([CH:15]([c:16]1[cH:17][c:18]([O:25][CH3:26])[c:19]([CH3:24])[c:20]([O:22][CH3:23])[cH:21]1)[O:27][Si:28]([CH3:29])([CH3:30])[C:31]([CH3:32])([CH3:33])[CH3:34])[CH2:35][CH:36]1[CH2:37][c:38]2[cH:39][cH:40][cH:41][cH:42][c:43]2[CH2:44]1)(=[O:11])=[O:12].[nH:1]1[cH:2][c:3]([CH:6]=[O:7])[cH:4][cH:5]1>>[n:1]1([CH2:13][CH:14]([CH:15]([c:16]2[cH:17][c:18]([O:25][CH3:26])[c:19]([CH3:24])[c:20]([O:22][CH3:23])[cH:21]2)[O:27][Si:28]([CH3:29])([CH3:30])[C:31]([CH3:32])([CH3:33])[CH3:34])[CH2:35][CH:36]2[CH2:37][c:38]3[cH:39][cH:40][cH:41][cH:42][c:43]3[CH2:44]2)[cH:2][c:3]([CH:6]=[O:7])[cH:4][cH:5]1. Reactants: amide, C(CCCC)(=O)[NH-] (valeryl amide), amide, ClC1=C(C=CC=C1)CNC1=C(C=C(C(=O)O)C=C1)NC(CCCC)=O (4-[(2-chlorophenyl)methyl]amino-3-(valeryl)aminobenzoic acid), NC=1C=C(C(=O)O)C=CC1NCC1=C(C=CC=C1)Cl (3-amino-4-[(2-chlorophenyl)methyl]aminobenzoic acid). Solvent: C(C)(=O)O (acetic acid). Product: C(CCC)C1=NC2=C(N1CC1=C(C=CC=C1)Cl)C=CC(=C2)C(=O)O (2-n-butyl-1-(2-chlorophenyl)methyl-1H-benzimidazole-5-carboxylic acid). Isolated yield 81.0%. RXN SMILES: [Cl:1][C:2]1[CH:7]=[CH:6][CH:5]=[CH:4][C:3]=1[CH2:8][NH:9][C:10]1[CH:18]=[CH:17][C:13]([C:14]([OH:16])=[O:15])=[CH:12][C:11]=1[NH:19][C:20](=O)[CH2:21][CH2:22][CH2:23][CH3:24].NC1C=C(C=CC=1NCC1C=CC=CC=1Cl)C(O)=O.C([NH-])(=O)CCCC>C(O)(=O)C>[CH2:21]([C:20]1[N:9]([CH2:8][C:3]2[CH:4]=[CH:5][CH:6]=[CH:7][C:2]=2[Cl:1])[C:10]2[CH:18]=[CH:17][C:13]([C:14]([OH:16])=[O:15])=[CH:12][C:11]=2[N:19]=1)[CH2:22][CH2:23][CH3:24]. Procedure details: The procedure of example 2(iii) was followed to prepare the amide, 4-[(2-chlorophenyl)methyl]amino-3-(valeryl)aminobenzoic acid, from 3-amino-4-[(2-chlorophenyl)methyl]aminobenzoic acid. The valeryl amide melted at 207°-209° C. (from ethyl acetate/hexane). This amide (0.39 g, 1.08 mmol) was refluxed in acetic acid (2.5 mL) for 3 hours, the acetic acid was evaporated, water was added and the resulting solid was filtered and washed with water. Crystallization from methanol provided 0.3 g (81%) of ... Starting materials: C(C)(=O)O[BH-](OC(C)=O)OC(C)=O.[Na+] (Sodium triacetoxyborohydride), NC1=CC=CC=C1 (aniline), C1(=CC=CC=C1)CC=O (phenylacetaldehyde). The solvent is CN(C)C=O.CO.CC(=O)O (DMF MeOH AcOH). Run at time 90 minute. Yields the product C(CC1=CC=CC=C1)NC1=CC=CC=C1 (Phenethyl-phenyl-amine). Reaction SMILES: C(O[BH-](OC(=O)C)OC(=O)C)(=O)C.[Na+].[NH2:15][C:16]1[CH:21]=[CH:20][CH:19]=[CH:18][CH:17]=1.[C:22]1([CH2:28][CH:29]=O)[CH:27]=[CH:26][CH:25]=[CH:24][CH:23]=1>CN(C=O)C.CO.CC(O)=O>[CH2:29]([NH:15][C:16]1[CH:21]=[CH:20][CH:19]=[CH:18][CH:17]=1)[CH2:28][C:22]1[CH:27]=[CH:26][CH:25]=[CH:24][CH:23]=1 |f:0.1,4.5.6|. Reported procedure: Sodium triacetoxyborohydride (5.46 g, 26 mmol) is added in small portions to a stirred solution of aniline (2.0 g, 21.5 mmol) and phenylacetaldehyde (2.83 g, 24 mmol) in dry DMF/MeOH/AcOH (87:10:3, 120 ml). After stirring at rt for 90 min, the volatiles are removed under reduced pressure. The residue is dissolved in dichloromethane (200 ml) and extracted twice with 1 N HCl. The combined aqueous layers are washed with EtOAc, then ammonium hydroxide solution is added to pH 9, and the mixture is ex... Starting materials: C1CCOC1, COc1cc([Mg+])cc(OC)c1, COc1cc(C=O)cc(OC)c1, [Cl-]. The product is COc1cc(OC)cc(C(O)c2cc(OC)cc(OC)c2)c1. RXN SMILES: [CH2:25]1[O:26][CH2:27][CH2:28][CH2:29]1.[CH3:14][O:15][c:16]1[cH:17][c:18]([Mg+:24])[cH:19][c:20]([O:22][CH3:23])[cH:21]1.[CH3:1][O:2][c:3]1[cH:4][c:5]([CH:6]=[O:7])[cH:8][c:9]([O:11][CH3:12])[cH:10]1.[Cl-:13]>>[CH3:1][O:2][c:3]1[cH:4][c:5]([CH:6]([OH:7])[c:18]2[cH:17][c:16]([O:15][CH3:14])[cH:21][c:20]([O:22][CH3:23])[cH:19]2)[cH:8][c:9]([O:11][CH3:12])[cH:10]1. The product is CC(C)(C)N1N=C(C2=C1N=C(C=C2C(=O)O)C(C)(C)C)C (1,6-Bis(1,1-dimethylethyl)-3-methyl-1H-pyrazolo[3,4-b]pyridine-4-carboxylic acid). RXN SMILES: [CH3:1][C:2]([N:5]1[C:9]2[N:10]=[C:11]([C:19]([CH3:22])([CH3:21])[CH3:20])[CH:12]=[C:13]([C:14]([O:16]CC)=[O:15])[C:8]=2[C:7]([CH3:23])=[N:6]1)([CH3:4])[CH3:3].[OH-].[Na+]>CCO>[CH3:4][C:2]([N:5]1[C:9]2[N:10]=[C:11]([C:19]([CH3:22])([CH3:21])[CH3:20])[CH:12]=[C:13]([C:14]([OH:16])=[O:15])[C:8]=2[C:7]([CH3:23])=[N:6]1)([CH3:1])[CH3:3] |f:1.2|. Solvent: CCO (EtOH). Run at time 2 hour. Reactants: CC(C)(C)N1N=C(C2=C1N=C(C=C2C(=O)OCC)C(C)(C)C)C (ethyl 1,6-bis(1,1-dimethylethyl)-3-methyl-1H-pyrazolo[3,4-b]pyridine-4-carboxylate), [OH-].[Na+] (sodium hydroxide). Procedure: To an EtOH solution (8 mL) of ethyl 1,6-bis(1,1-dimethylethyl)-3-methyl-1H-pyrazolo[3,4-b]pyridine-4-carboxylate (528 mg, 1.663 mmol) was added sodium hydroxide (2.77 mL, 8.32 mmol), and the mixture was stirred for at room temperature for 2 h. The volatiles were removed under reduced pressure and the aqueous phase was acidified using 1H HCl to ˜pH 3. The precipitate was filtered, washed with water, and dried under high vacuum to give the product as 445 mg (92%). LCMS E-S (M+H)=289.4. 1H NMR (400...